From a dataset of the Open Reaction Database (ORD), a public repository of structured organic reaction records. describe an organic reaction: reactants, conditions, products, and yield Starting materials: C(C1=CC=CC=C1)OC([C@H](CC1=CC=C(C=C1)C(C)=O)NC(=O)[C@H]1N(CCCC1)S(=O)(=O)C1=CC(=CC=C1)C(F)(F)F)=O ((S)-3-(4-acetyl-phenyl)-2-{[(S)-1-(3-trifluoromethyl-benzenesulfonyl)-piperidine-2-carbonyl]-amino}-propionic acid benzyl ester), [H][H] (hydrogen). Reagents/catalysts: [Pd] (palladium on carbon). Run in CO (methanol). The product is OC(C)C1=CC=C(C=C1)C[C@@H](C(=O)O)NC(=O)[C@H]1N(CCCC1)S(=O)(=O)C1=CC(=CC=C1)C(F)(F)F ((S)-3-[4-(1-Hydroxy-ethyl)-phenyl]-2-{[(S)-1-(3-trifluoromethyl-benzenesulfonyl)-piperidine-2-carbonyl]-amino}-propionic acid). Yield: 100.0%. As a reaction SMILES: C([O:8][C:9](=[O:43])[C@@H:10]([NH:21][C:22]([C@@H:24]1[CH2:29][CH2:28][CH2:27][CH2:26][N:25]1[S:30]([C:33]1[CH:38]=[CH:37][CH:36]=[C:35]([C:39]([F:42])([F:41])[F:40])[CH:34]=1)(=[O:32])=[O:31])=[O:23])[CH2:11][C:12]1[CH:17]=[CH:16][C:15]([C:18](=[O:20])[CH3:19])=[CH:14][CH:13]=1)C1C=CC=CC=1.[H][H]>CO.[Pd]>[OH:20][CH:18]([C:15]1[CH:14]=[CH:13][C:12]([CH2:11][C@H:10]([NH:21][C:22]([C@@H:24]2[CH2:29][CH2:28][CH2:27][CH2:26][N:25]2[S:30]([C:33]2[CH:38]=[CH:37][CH:36]=[C:35]([C:39]([F:41])([F:42])[F:40])[CH:34]=2)(=[O:32])=[O:31])=[O:23])[C:9]([OH:43])=[O:8])=[CH:17][CH:16]=1)[CH3:19]. Procedure details: To 0.15 g (0.24 mmol) of (S)-3-(4-acetyl-phenyl)-2-{[(S)-1-(3-trifluoromethyl-benzenesulfonyl)-piperidine-2-carbonyl]-amino}-propionic acid benzyl ester in 30 ml of methanol was added 0.030 g of 10% palladium on carbon. The resulting suspension was stirred under 50 psi of hydrogen for 2 hours, after which the suspension was filtered and the filtrate was concentrated to provide 0.12 g (0.24 mmol) of the title compound which was used without further purification. The 300 MHz 1H NMR was consistent ... The reactants are NC1=C(CSC1C)C(=O)OC (methyl 4-amino-5-methyl-2,5-dihydrothiophene-3-carboxylate), ClCl (chlorine). Run in C(Cl)Cl (CH2Cl2). Conditions: time 12 hour. Product: Cl.NC=1C(=CSC1C)C(=O)OC (methyl 4-amino-5-methylthiophene-3-carboxylate hydrochloride). Yield: 115.6%. As a reaction SMILES: [NH2:1][C:2]1[CH:6]([CH3:7])[S:5][CH2:4][C:3]=1[C:8]([O:10][CH3:11])=[O:9].[Cl:12]Cl>C(Cl)Cl>[ClH:12].[NH2:1][C:2]1[C:3]([C:8]([O:10][CH3:11])=[O:9])=[CH:4][S:5][C:6]=1[CH3:7] |f:3.4|. Procedure details: 5.6 g of methyl 4-amino-5-methyl-2,5-dihydrothiophene-3-carboxylate (2) (30 mmol, content: 93%) were dissolved in 30 ml of CH2Cl2. 2.3 g of chlorine (33 mmol) were introduced into this solution at room temperature over a period of 60 min. The reaction mixture was subsequently stirred for another 12 h and then, for workup, concentrated under reduced pressure. 7.2 g of methyl 4-amino-5-methylthiophene-3-carboxylate hydrochloride (5) were obtained (59% of theory, content: 42%, determined as the fre...